This data is from the Open Reaction Database (ORD), a public repository of structured organic reaction records. The task is: describe an organic reaction: reactants, conditions, products, and yield Starting materials: NC1=CC(=NN1C1=CC=CC=C1)C(CO)(C)C (2-(5-amino-1-phenyl-1H-pyrazol-3-yl)-2-methylpropan-1-ol), N1C=NC=C1 (imidazole), CC(C)(C)[Si](C)(C)Cl (TBSCl). Solvent: CN(C)C=O (DMF). Conditions: time 5 hour. The product is [Si](C)(C)(C(C)(C)C)OCC(C)(C)C1=NN(C(=C1)N)C1=CC=CC=C1 (3-(1-(tert-butyldimethylsilyloxy)-2-methylpropan-2-yl)-1-phenyl-1H-pyrazol-5-amine). Yield: 42.6%. RXN SMILES: [NH2:1][C:2]1[N:6]([C:7]2[CH:12]=[CH:11][CH:10]=[CH:9][CH:8]=2)[N:5]=[C:4]([C:13]([CH3:17])([CH3:16])[CH2:14][OH:15])[CH:3]=1.N1C=CN=C1.[CH3:23][C:24]([Si:27](Cl)([CH3:29])[CH3:28])([CH3:26])[CH3:25]>CN(C=O)C>[Si:27]([O:15][CH2:14][C:13]([C:4]1[CH:3]=[C:2]([NH2:1])[N:6]([C:7]2[CH:12]=[CH:11][CH:10]=[CH:9][CH:8]=2)[N:5]=1)([CH3:17])[CH3:16])([C:24]([CH3:26])([CH3:25])[CH3:23])([CH3:29])[CH3:28]. Procedure: To a solution of above 2-(5-amino-1-phenyl-1H-pyrazol-3-yl)-2-methylpropan-1-ol (0.208 g, 0.85 mmol) in DMF (2.0 mL) was added imidazole (0.32 g, 4.7 mmol) and TBSCl (0.39 g, 2.6 mmol). The resulting mixture was stirred at RT for 5 h. Solvent was removed under reduced pressure. The residue was diluted with H2O (10 mL) and extracted with EtOAc (2×20 mL). The combined organic layers were dried (MgSO4) and concentrated. The crude product was purified by chromatography to afford 3-(1-(tert-butyldime...